This data is from the Open Reaction Database (ORD), a public repository of structured organic reaction records. The task is: describe an organic reaction: reactants, conditions, products, and yield Reactants: CC(C)(C)OC(=O)N1CCCn2c(nc3cnc4cc(OCc5ccccc5)ccc4c32)C1, [NH4+], [OH-], O=C(OO)c1cccc(Cl)c1, Cc1ccc(S(=O)(=O)Cl)cc1. Yields the product CC(C)(C)OC(=O)N1CCCn2c(nc3c(N)nc4cc(OCc5ccccc5)ccc4c32)C1. As a reaction SMILES: [CH2:1]([c:2]1[cH:3][cH:4][cH:5][cH:6][cH:7]1)[O:8][c:9]1[cH:10][cH:11][c:12]2[c:13]3[c:14]([cH:15][n:16][c:17]2[cH:18]1)[n:19][c:20]1[n:21]3[CH2:22][CH2:23][CH2:24][N:25]([C:27](=[O:28])[O:29][C:30]([CH3:31])([CH3:32])[CH3:33])[CH2:26]1.[NH4+:45].[OH-:46].[OH:34][O:35][C:36]([c:37]1[cH:38][c:39]([Cl:40])[cH:41][cH:42][cH:43]1)=[O:44].[c:47]1([CH3:48])[cH:49][cH:50][c:51]([S:52]([Cl:53])(=[O:54])=[O:55])[cH:56][cH:57]1>>[CH2:1]([c:2]1[cH:3][cH:4][cH:5][cH:6][cH:7]1)[O:8][c:9]1[cH:10][cH:11][c:12]2[c:13]3[c:14]([c:15]([NH2:45])[n:16][c:17]2[cH:18]1)[n:19][c:20]1[n:21]3[CH2:22][CH2:23][CH2:24][N:25]([C:27](=[O:28])[O:29][C:30]([CH3:31])([CH3:32])[CH3:33])[CH2:26]1.